From a dataset of the Open Reaction Database (ORD), a public repository of structured organic reaction records. describe an organic reaction: reactants, conditions, products, and yield Reported procedure: Using an analogous procedure to that described in Example 1, 3-{2-amino-3-[N-(3-dimethylaminopropyl)-N-methylamino]benzamido]-N-(3-fluoro-5-morpholinophenyl)benzamide was reacted with triethyl orthoformate. The reaction product was purified by column chromatography on an isolute SCX ion exchange column using initially methanol and then a 99:1 mixture of methanol and a saturated aqueous ammonium hydroxide solution as eluent. There was thus obtained the title compound Mass Spectrum: M+H+ 559. Reaction SMILES: [NH2:1][C:2]1[C:32]([N:33]([CH2:35][CH2:36][CH2:37][N:38]([CH3:40])[CH3:39])[CH3:34])=[CH:31][CH:30]=[CH:29][C:3]=1[C:4]([NH:6][C:7]1[CH:8]=[C:9]([CH:26]=[CH:27][CH:28]=1)[C:10]([NH:12][C:13]1[CH:18]=[C:17]([N:19]2[CH2:24][CH2:23][O:22][CH2:21][CH2:20]2)[CH:16]=[C:15]([F:25])[CH:14]=1)=[O:11])=[O:5].[CH:41](OCC)(OCC)OCC>>[F:25][C:15]1[CH:14]=[C:13]([NH:12][C:10]([C:9]2[CH:8]=[C:7]([N:6]3[C:4](=[O:5])[C:3]4[C:2](=[C:32]([N:33]([CH2:35][CH2:36][CH2:37][N:38]([CH3:39])[CH3:40])[CH3:34])[CH:31]=[CH:30][CH:29]=4)[N:1]=[CH:41]3)[CH:28]=[CH:27][CH:26]=2)=[O:11])[CH:18]=[C:17]([N:19]2[CH2:24][CH2:23][O:22][CH2:21][CH2:20]2)[CH:16]=1. Reactants: NC1=C(C(=O)NC=2C=C(C(=O)NC3=CC(=CC(=C3)N3CCOCC3)F)C=CC2)C=CC=C1N(C)CCCN(C)C (3-{2-amino-3-[N-(3-dimethylaminopropyl)-N-methylamino]benzamido]-N-(3-fluoro-5-morpholinophenyl)benzamide), C(OCC)(OCC)OCC (triethyl orthoformate). Product: FC=1C=C(C=C(C1)N1CCOCC1)NC(=O)C=1C=C(C=CC1)N1C=NC2=C(C=CC=C2C1=O)N(C)CCCN(C)C (3-{3-[N-(3-fluoro-5-morpholinophenyl)carbamoyl]phenyl}-8-[N-(3-dimethylaminopropyl)-N-methylamino]-3,4-dihydroquinazolin-4-one).